From a dataset of the Open Reaction Database (ORD), a public repository of structured organic reaction records. describe an organic reaction: reactants, conditions, products, and yield Starting materials: CCBr, O=C([O-])[O-], CCOC(=O)c1cn[nH]c1, CS(C)=O, CCOC(C)=O, [Cu], Ic1cccs1, [K+], [K+]. The product is CCOC(=O)c1cnn(-c2cccs2)c1. As a reaction SMILES: [Br:23][CH2:24][CH3:25].[C:17](=[O:18])([O-:19])[O-:20].[CH2:1]([CH3:2])[O:3][C:4](=[O:5])[c:6]1[cH:7][n:8][nH:9][cH:10]1.[CH3:26][S:27]([CH3:28])=[O:29].[CH3:30][CH2:31][O:32][C:33](=[O:34])[CH3:35].[Cu:36].[I:11][c:12]1[s:13][cH:14][cH:15][cH:16]1.[K+:21].[K+:22]>>[CH2:1]([CH3:2])[O:3][C:4](=[O:5])[c:6]1[cH:7][n:8][n:9](-[c:12]2[s:13][cH:14][cH:15][cH:16]2)[cH:10]1.